This data is from the Open Reaction Database (ORD), a public repository of structured organic reaction records. The task is: describe an organic reaction: reactants, conditions, products, and yield Starting materials: CCOC(=O)C(=O)OCC, C=CCOc1cccc([N+](=O)[O-])c1C, CC(=O)O. Product: C=CCOc1cccc([N+](=O)[O-])c1CC(=O)C(=O)OCC. RXN SMILES: [C:1]([C:2]([O:4][CH2:3][CH3:5])=[O:6])(=[O:7])[O:8][CH2:9][CH3:10].[CH2:11]([CH:12]=[CH2:13])[O:14][c:15]1[c:16]([CH3:24])[c:17]([N+:21](=[O:22])[O-:23])[cH:18][cH:19][cH:20]1.[CH3:25][C:26](=[O:27])[OH:28]>>[C:1]([C:2](=[O:4])[CH2:24][c:16]1[c:15]([O:14][CH2:11][CH:12]=[CH2:13])[cH:20][cH:19][cH:18][c:17]1[N+:21](=[O:22])[O-:23])(=[O:7])[O:8][CH2:9][CH3:10]. Starting materials: Nc1nc(Cl)c2c(ccn2Cc2ccccc2)n1, ClCCCl, CC(C)(C)ON=O, O. The product is Clc1nc(Cl)c2c(ccn2Cc2ccccc2)n1. As a reaction SMILES: [CH2:1]([c:2]1[cH:3][cH:4][cH:5][cH:6][cH:7]1)[n:8]1[cH:9][cH:10][c:11]2[n:12][c:13]([NH2:18])[n:14][c:15]([Cl:17])[c:16]12.[Cl:27][CH2:28][CH2:29][Cl:30].[N:19]([O:20][C:21]([CH3:22])([CH3:23])[CH3:24])=[O:25].[OH2:26]>>[CH2:1]([c:2]1[cH:3][cH:4][cH:5][cH:6][cH:7]1)[n:8]1[cH:9][cH:10][c:11]2[n:12][c:13]([Cl:27])[n:14][c:15]([Cl:17])[c:16]12.